From a dataset of the Open Reaction Database (ORD), a public repository of structured organic reaction records. describe an organic reaction: reactants, conditions, products, and yield Reactants: ClC1=CC=C(CN2CC(CCC2)NC(=O)OC(C)(C)C)C=C1 (1-(4-chlorobenzyl)-3-{(tert-butoxycarbonyl)amino}piperidine). Run in Cl.CCOCC (HCl Et2O). Run at temperature 25 celsius, time 15 hour. Product: Cl.Cl.NC1CN(CCC1)CC1=CC=C(C=C1)Cl (3-amino-l-(4-chlorobenzyl)piperidine dihydrochloride). Reaction SMILES: [Cl:1][C:2]1[CH:22]=[CH:21][C:5]([CH2:6][N:7]2[CH2:12][CH2:11][CH2:10][CH:9]([NH:13]C(OC(C)(C)C)=O)[CH2:8]2)=[CH:4][CH:3]=1>Cl.CCOCC>[ClH:1].[ClH:1].[NH2:13][CH:9]1[CH2:10][CH2:11][CH2:12][N:7]([CH2:6][C:5]2[CH:4]=[CH:3][C:2]([Cl:1])=[CH:22][CH:21]=2)[CH2:8]1 |f:1.2,3.4.5|. Reported procedure: A solution of 1-(4-chlorobenzyl)-3-{(tert-butoxycarbonyl)amino}piperidine (2.55 g, 7.85 mmol) in CH2OH (25 mL) was treated with 1 N HCl-Et2O (50 mL). The reaction mixture was stirred at 25° C. for 15 h. The solvent was removed under reduced pressure to afford 3-amino-l-(4-chlorobenzyl)piperidine dihydrochloride as an amorphous solid (2.49 g, quant). The reactants are COC=1C(=C2C=CNC2=CC1)CN(C)C (1-(5-methoxy-1H-indol-4-yl)-N,N-dimethylmethanamine), COC=1C(=C2C=CNC2=CC1)CN(C)C (1-(5-methoxy-1H-indol-4-yl)-N,N-dimethylmethanamine), CN(C)C=O (DMF), FC(C1=C(C=CC=C1)S(=O)(=O)Cl)(F)F (2-(trifluoromethyl)benzenesulfonyl chloride). Reaction conditions: time 15 minute. The product is COC=1C(=C2C=CN(C2=CC1)S(=O)(=O)C1=C(C=CC=C1)C(F)(F)F)CN(C)C (1-(5-Methoxy-1-{[2-(trifluoromethyl)phenyl]sulfonyl}-1H-indol-4-yl)-N,N-dimethylmethanamine). Yield: 17.3%. Reaction SMILES: [CH3:1][O:2][C:3]1[C:4]([CH2:12][N:13]([CH3:15])[CH3:14])=[C:5]2[C:9](=[CH:10][CH:11]=1)[NH:8][CH:7]=[CH:6]2.CN(C=O)C.[F:21][C:22]([F:34])([F:33])[C:23]1[CH:28]=[CH:27][CH:26]=[CH:25][C:24]=1[S:29](Cl)(=[O:31])=[O:30]>>[CH3:1][O:2][C:3]1[C:4]([CH2:12][N:13]([CH3:14])[CH3:15])=[C:5]2[C:9](=[CH:10][CH:11]=1)[N:8]([S:29]([C:24]1[CH:25]=[CH:26][CH:27]=[CH:28][C:23]=1[C:22]([F:21])([F:33])[F:34])(=[O:31])=[O:30])[CH:7]=[CH:6]2. Procedure: To a solution of 1-(5-methoxy-1H-indol-4-yl)-N,N-dimethylmethanamine (15 mg, 0.07 mmol; Intermediate 97) in DMF (1 mL) NaH (4 mg, 0.15 mmol) was added at rt. The reaction mixture was stirred at rt for 15 min and 2-(trifluoromethyl)benzenesulfonyl chloride (27 mg, 0.11 mmol) was added. The reaction mixture was allowed to stir at rt over night. The reaction was quenched by addition of water. Purification by preparative HPLC/UV (System B) afforded the title product (5 mg, 17%) as a colorless solid....